Dataset: the Open Reaction Database (ORD), a public repository of structured organic reaction records. Task: describe an organic reaction: reactants, conditions, products, and yield Reactants: Cl.O1CCN(CC1)[N+]=1[N-]OC(C1)=N (3-morpholino-sydnonimine hydrochloride), [OH-].[Na+] (sodium hydroxide). Solvent: O (water). Reaction conditions: time 1 hour. The product is O1CCN(CC1)N(N=O)CC(=O)N (α-(N-morpholino-N-nitrosoamino)acetamide). RXN SMILES: Cl.[O:2]1[CH2:7][CH2:6][N:5]([N+:8]2[N-:9][O:10][C:11](=[NH:13])[CH:12]=2)[CH2:4][CH2:3]1.[OH-:14].[Na+]>O>[O:2]1[CH2:7][CH2:6][N:5]([N:8]([CH2:12][C:11]([NH2:13])=[O:10])[N:9]=[O:14])[CH2:4][CH2:3]1 |f:0.1,2.3|. Reported procedure: To 4.1 g of 3-morpholino-sydnonimine hydrochloride dissolved in 10 ml of water is added with stirring 1.440 g of 40% aqueous sodium hydroxide. The reaction mixture is stirred for 1 hour. The aqueous solution is concentrated and cooled. Two crops of crystals are collected, combined and recrystallized from a 2 to 1 solution of chloroform and methanol. Two crops of the purified product, α-(N-morpholino-N-nitrosoamino)acetamide, m.p. 134° - 136° C., are collected. Reactants: C12(CC3CC(CC(C1)C3)C2)O (1-adamantanol), C12CC3CC(CC(C1)C3)C2 (adamantane), FC(C=1C=CC2=C(N(N=N2)O)C1)(F)F (6-trifluoromethyl-1-hydroxybenzotriazole), O=O (oxygen). The solvent is C(C)(=O)O (acetic acid). Yields the product C12(CC3(CC(CC(C1)C3)C2)O)O (1,3-adamantanediol). As a reaction SMILES: C12CC3CC(CC(C3)C1)C2.FC(F)(F)C1C=CC2N=NN([OH:21])C=2C=1.O=O.[C:27]12([OH:37])[CH2:36][CH:31]3[CH2:32][CH:33]([CH2:35][CH:29]([CH2:30]3)[CH2:28]1)[CH2:34]2>C(O)(=O)C>[C:29]12([OH:21])[CH2:30][CH:31]3[CH2:32][CH:33]([CH2:34][C:27]([OH:37])([CH2:36]3)[CH2:28]1)[CH2:35]2. Reported procedure: A mixture of 10 mmol of adamantane, 0.8 mmol of 6-trifluoromethyl-1-hydroxybenzotriazole, 0.06 mmol of acetylacetonatocobalt(III), and 25 ml of acetic acid was stirred at 90° C. in an oxygen atmosphere (1 atm) for 8 hours. A gas chromatographic analysis of products in a reaction mixture found that 1-adamantanol and 1,3-adamantanediol were formed in yields of 38% and 4%, respectively, with a conversion rate from adamantane of 48%. The reactants are BrC1=CC=C(C=C1)Br (1,4-Dibromobenzene), NC=1C=C(C=CC1)B(O)O (3-aminophenylboronic acid), Tetrakistriphenylphosphine palladium, C([O-])([O-])=O.[Na+].[Na+] (sodium carbonate), C(C)(=O)OCC (Ethyl acetate). Run in O (water), CN(C=O)C (N,N-dimethylformamide), O (water). Run at temperature 80 celsius, time 3 hour. Product: BrC1=CC=C(C=C1)C1=CC(=CC=C1)N (4-Bromo-3′-aminobiphenyl). The yield is 56.4%. As a reaction SMILES: Br[C:2]1[CH:7]=[CH:6][C:5]([Br:8])=[CH:4][CH:3]=1.[NH2:9][C:10]1[CH:11]=[C:12](B(O)O)[CH:13]=[CH:14][CH:15]=1.C(=O)([O-])[O-].[Na+].[Na+].C(OCC)(=O)C>CN(C)C=O.O>[Br:8][C:5]1[CH:6]=[CH:7][C:2]([C:14]2[CH:13]=[CH:12][CH:11]=[C:10]([NH2:9])[CH:15]=2)=[CH:3][CH:4]=1 |f:2.3.4|. Procedure details: 1,4-Dibromobenzene (311 mg, 1.3 mmol) and 201 mg (1.3 mmol) of 3-aminophenylboronic acid were dissolved in 17 ml of N,N-dimethylformamide and 4.2 ml of water. Tetrakistriphenylphosphine palladium (154 mg, 0.13 mmol) and 211 mg (2.0 mmol) of sodium carbonate were added to the solution, and the mixture was stirred at 80° C. for 3 hr. Ethyl acetate (60 ml) and 8.5 ml of water were added to the reaction solution, and the mixture was filtered through Celite. The organic layer as the filtrate was wash...